This data is from the Open Reaction Database (ORD), a public repository of structured organic reaction records. The task is: describe an organic reaction: reactants, conditions, products, and yield Starting materials: [Br-], CCOCC, C[Mg+], [Cl-], [NH4+], CC(=O)COc1ccccc1. The product is CC(C)(O)COc1ccccc1. RXN SMILES: [Br-:12].[CH2:17]([O:18][CH2:19][CH3:20])[CH3:21].[CH3:13][Mg+:14].[Cl-:15].[NH4+:16].[O:1]([c:2]1[cH:3][cH:4][cH:5][cH:6][cH:7]1)[CH2:8][C:9]([CH3:10])=[O:11]>>[O:1]([c:2]1[cH:3][cH:4][cH:5][cH:6][cH:7]1)[CH2:8][C:9]([CH3:10])([OH:11])[CH3:13]. Starting materials: N(=NC(=O)OC(C)C)C(=O)OC(C)C (diisopropyl azodicarboxylate), FC1=CC(=C(C=C1F)CO)[N+](=O)[O-] ((4,5-difluoro-2-nitro-phenyl)-methanol), BrC=1C=C(C=C(C1O)OCC)[C@@H]1C(=C(NC=2C[C@@H](CC(C12)=O)CCC)C)C#N ((4R,7S)-4-(3-Bromo-5-ethoxy-4-hydroxy-phenyl)-2-methyl-5-oxo-7-propyl-1,4,5,6,7,8-hexahydro-quinoline-3-carbonitrile), C1(=CC=CC=C1)P(C1=CC=CC=C1)C1=CC=CC=C1 (triphenylphosphine). Solvent: C1CCOC1 (THF). Reaction conditions: temperature 0 celsius, time 1.5 hour. Yields the product BrC=1C=C(C=C(C1OCC1=C(C=C(C(=C1)F)F)[N+](=O)[O-])OCC)[C@@H]1C(=C(NC=2C[C@@H](CC(C12)=O)CCC)C)C#N ((4R,7S)-4-[3-Bromo-4-(4,5-difluoro-2-nitro-benzyloxy)-5-ethoxy-phenyl]-2-methyl-5-oxo-7-propyl-1,4,5,6,7,8-hexahydro-quinoline-3-carbonitrile). RXN SMILES: [F:1][C:2]1[C:7]([F:8])=[CH:6][C:5]([CH2:9][OH:10])=[C:4]([N+:11]([O-:13])=[O:12])[CH:3]=1.[Br:14][C:15]1[CH:16]=[C:17]([C@H:25]2[C:34]3[C:33](=[O:35])[CH2:32][C@@H:31]([CH2:36][CH2:37][CH3:38])[CH2:30][C:29]=3[NH:28][C:27]([CH3:39])=[C:26]2[C:40]#[N:41])[CH:18]=[C:19]([O:22][CH2:23][CH3:24])[C:20]=1O.C1(P(C2C=CC=CC=2)C2C=CC=CC=2)C=CC=CC=1.N(C(OC(C)C)=O)=NC(OC(C)C)=O>C1COCC1>[Br:14][C:15]1[CH:16]=[C:17]([C@H:25]2[C:34]3[C:33](=[O:35])[CH2:32][C@@H:31]([CH2:36][CH2:37][CH3:38])[CH2:30][C:29]=3[NH:28][C:27]([CH3:39])=[C:26]2[C:40]#[N:41])[CH:18]=[C:19]([O:22][CH2:23][CH3:24])[C:20]=1[O:10][CH2:9][C:5]1[CH:6]=[C:7]([F:8])[C:2]([F:1])=[CH:3][C:4]=1[N+:11]([O-:13])=[O:12]. Procedure details: To a mixture of (4,5-difluoro-2-nitro-phenyl)-methanol (Example 72f, 5.1 g), (4R,7S)-4-(3-Bromo-5-ethoxy-4-hydroxy-phenyl)-2-methyl-5-oxo-7-propyl-1,4,5,6,7,8-hexahydro-quinoline-3-carbonitrile (Example 72e, 10.0 g) and polymer-supported triphenylphosphine (13.5 g, 3 mmol/g loading) in THF (500 ml), cooled to 0° C., was added diisopropyl azodicarboxylate (DIAD) (5.3 ml). After 1.5 h, the mixture was filtered and the filtrate was concentrated in vacuo. The residue was purified by chromatography o... Starting materials: COC(\C(=N/OCCC)\C=1N=C(SC1)N)=O (2-(2-amino-4-thiazolyl)-(Z)-2-(n-propoxyimino)acetic acid methyl ester), ClCC(=O)Cl (chloroacetyl chloride). Run in ice water. Run at time 1 hour. Product: COC(\C(=N/OCCC)\C=1N=C(SC1)NC(CCl)=O)=O (2-(2-chloroacetamido-4-thiazolyl)-(Z)-2-(n-propoxyimino)acetic acid methyl ester). Yield: 96.6%. As a reaction SMILES: [CH3:1][O:2][C:3](=[O:16])/[C:4](/[C:10]1[N:11]=[C:12]([NH2:15])[S:13][CH:14]=1)=[N:5]\[O:6][CH2:7][CH2:8][CH3:9].[Cl:17][CH2:18][C:19](Cl)=[O:20]>>[CH3:1][O:2][C:3](=[O:16])/[C:4](/[C:10]1[N:11]=[C:12]([NH:15][C:19](=[O:20])[CH2:18][Cl:17])[S:13][CH:14]=1)=[N:5]\[O:6][CH2:7][CH2:8][CH3:9]. Procedure details: To a solution of 5.0 g of 2-(2-amino-4-thiazolyl)-(Z)-2-(n-propoxyimino)acetic acid methyl ester in 35 ml of N,N-dimethylacetamido is added dropwise under ice-cooling and stirring 3.25 g of chloroacetyl chloride in the course of 10 minutes. The mixture is stirred for one hour at room temperature, then poured into 200 ml of ice-water, whereupon an oily product separates out, which is left standing to crystallize. The crystals are collected by filtration, washed with water and dried to yield 6.35 ... Reactants: NCCc1ccc(Br)cc1, CC([NH-])c1ccccc1, CCOC=O. Product: Brc1ccc2c(c1)C=NCC2. As a reaction SMILES: [Br:10][c:11]1[cH:12][cH:13][c:14]([CH2:15][CH2:16][NH2:17])[cH:18][cH:19]1.[CH3:1][CH:2]([NH-:3])[c:4]1[cH:5][cH:6][cH:7][cH:8][cH:9]1.[CH:20]([O:21][CH2:22][CH3:23])=[O:24]>>[CH:1]1=[N:17][CH2:16][CH2:15][c:14]2[cH:13][cH:12][c:11]([Br:10])[cH:19][c:18]21. The reactants are C(C)(C)(C)[Si](C)(C)CCl (t-Butyl(chloromethyl)dimethylsilane), [I-].[Na+] (sodium iodide). The solvent is CC(=O)C (acetone). Reaction conditions: time 24 hour. The product is C(C)(C)(C)[Si](C)(C)CI (t-butyl(iodomethyl)dimethylsilane). The yield is 81576.9%. RXN SMILES: [C:1]([Si:5]([CH2:8]Cl)([CH3:7])[CH3:6])([CH3:4])([CH3:3])[CH3:2].[I-:10].[Na+]>CC(C)=O>[C:1]([Si:5]([CH2:8][I:10])([CH3:7])[CH3:6])([CH3:4])([CH3:3])[CH3:2] |f:1.2|. Procedure details: t-Butyl(chloromethyl)dimethylsilane [Makoto Kumada, Mitsuo Ishikawa, Sajiro Meada and Katsuyata Ikura, J. Organometal. Chem. 2, 146, (1964)] (16.4 g, 0.1 mmol) and sodium iodide (60 g, 0.4 mmol) in acetone (500 ml) are refluxed with stirring during 24 hours. The reaction mixture is cooled, filtered and the solvent is evaporated under reduced pressure. The residue is dissolved in ether and washed with water. The organic layer is dried over sodium sulfate, filtered and concentrated under reduced p...